This data is from the Open Reaction Database (ORD), a public repository of structured organic reaction records. The task is: describe an organic reaction: reactants, conditions, products, and yield The reactants are COC(=O)[C@H]1C[C@H](CC1)C(=O)N1[C@H](CN(CC1)C1=CC(=C(C=C1)OC)OC1CCCC1)CC1=CC=CC=C1 ((1R,3S)-3-[(S)-2-Benzyl-4-(3-cyclopentyloxy-4-methoxy-phenyl)-piperazine-1-carbonyl]-cyclopentanecarboxylic acid methyl ester), [Li+].[OH-] (LiOH). Product: C(C1=CC=CC=C1)[C@@H]1N(CCN(C1)C1=CC(=C(C=C1)OC)OC1CCCC1)C(=O)[C@@H]1C[C@@H](CC1)C(=O)O ((1R,3S)-3-((S)-2-benzyl-4-(3-(cyclopentyloxy)-4-methoxyphenyl)piperazine-1-carbonyl)cyclopentanecarboxylic acid). The yield is 80.0%. Reaction SMILES: C[O:2][C:3]([C@@H:5]1[CH2:9][CH2:8][C@H:7]([C:10]([N:12]2[CH2:17][CH2:16][N:15]([C:18]3[CH:23]=[CH:22][C:21]([O:24][CH3:25])=[C:20]([O:26][CH:27]4[CH2:31][CH2:30][CH2:29][CH2:28]4)[CH:19]=3)[CH2:14][C@@H:13]2[CH2:32][C:33]2[CH:38]=[CH:37][CH:36]=[CH:35][CH:34]=2)=[O:11])[CH2:6]1)=[O:4].[Li+].[OH-]>>[CH2:32]([C@H:13]1[CH2:14][N:15]([C:18]2[CH:23]=[CH:22][C:21]([O:24][CH3:25])=[C:20]([O:26][CH:27]3[CH2:28][CH2:29][CH2:30][CH2:31]3)[CH:19]=2)[CH2:16][CH2:17][N:12]1[C:10]([C@H:7]1[CH2:8][CH2:9][C@@H:5]([C:3]([OH:4])=[O:2])[CH2:6]1)=[O:11])[C:33]1[CH:34]=[CH:35][CH:36]=[CH:37][CH:38]=1 |f:1.2|. Procedure: A solution of (S)-3-Benzyl-1-(3-cyclopentyloxy-4-methoxy-phenyl)-piperazine (92 mg, 0.25 mmol) in CH2Cl2 (1 mL) at 0-5° C. was treated with a catalytic amount of DMAP and (1S,3R)-3-(methoxycarbonyl)cyclopentanecarboxylic acid (47 mg, 0.28 mmol) followed by DCC (57 mg, 0.28 mmol). The reaction mixture was allowed to warm to room temperature and stir 1 h. After this time the reaction mixture was evaporated and the residue purified by silica gel flash chromatography with 30% then 50% EtOAc/hexanes ...